From a dataset of the Open Reaction Database (ORD), a public repository of structured organic reaction records. describe an organic reaction: reactants, conditions, products, and yield Starting materials: CO, COC(=O)c1cc(-n2cccc2)cc(S(C)(=O)=O)c1, Cl, N=C(N)N. The product is CS(=O)(=O)c1cc(C(=O)N=C(N)N)cc(-n2cccc2)c1. Reaction SMILES: [CH3:25][OH:26].[CH3:6][S:7](=[O:8])(=[O:9])[c:10]1[cH:11][c:12]([C:13](=[O:14])[O:15][CH3:16])[cH:17][c:18](-[n:20]2[cH:21][cH:22][cH:23][cH:24]2)[cH:19]1.[ClH:1].[NH2:2][C:3](=[NH:4])[NH2:5]>>[NH2:2][C:3](=[N:4][C:13]([c:12]1[cH:11][c:10]([S:7]([CH3:6])(=[O:8])=[O:9])[cH:19][c:18](-[n:20]2[cH:21][cH:22][cH:23][cH:24]2)[cH:17]1)=[O:14])[NH2:5]. The reactants are BrBr (Bromine), C1CCOC1 (THF), BrCC(=O)OCC (ethyl 2-bromoacetate), BrC1=CC=C2OC=3C(=CC(=CC3C(C2=C1)=O)OC)F (7-bromo-4-fluoro-2-methoxy-9H-xanthen-9-one). Reagents/catalysts: [Zn] (zinc). Solvent: C(C)OCC (diethyl ether). Reaction conditions: time 5 minute. Product: BrC1=CC=C2OC=3C(=CC(=CC3C(C2=C1)(O)CC(=O)OCC)OC)F (ethyl 2-(7-bromo-4-fluoro-9-hydroxy-2-methoxy-9H-xanthen-9-yl)acetate). The yield is 100.0%. RXN SMILES: BrBr.Br[CH2:4][C:5]([O:7][CH2:8][CH3:9])=[O:6].[Br:10][C:11]1[CH:24]=[C:23]2[C:14]([O:15][C:16]3[C:17]([F:28])=[CH:18][C:19]([O:26][CH3:27])=[CH:20][C:21]=3[C:22]2=[O:25])=[CH:13][CH:12]=1.C1COCC1>C(OCC)C.[Zn]>[Br:10][C:11]1[CH:24]=[C:23]2[C:14]([O:15][C:16]3[C:17]([F:28])=[CH:18][C:19]([O:26][CH3:27])=[CH:20][C:21]=3[C:22]2([CH2:4][C:5]([O:7][CH2:8][CH3:9])=[O:6])[OH:25])=[CH:13][CH:12]=1. Procedure: Bromine (0.797 ml, 15.47 mmol) was added to a suspension of zinc dust (8.09 g, 124 mmol in diethyl ether (150 ml) at RT. After 5 minutes, ethyl 2-bromoacetate (6.86 ml, 61.9 mmol) was added drop wise over a time period of 20 minutes and the reaction mixture was heated to reflux for 2 hours. 7-bromo-4-fluoro-2-methoxy-9H-xanthen-9-one (10 g, 30.9 mmol) was added in one portion, followed by THF (100 ml) and the reaction mixture was heated to reflux for 3 hours. The reaction mixture was quenched wi... Reactants: II (iodine), II (iodine), CN(CCC1=CCC=CC1)C (1-[2-(dimethylamino)-ethyl]-1,4-cyclohexadiene), C(C)(=O)O (acetic acid), C(C)(=O)OCC (ethyl acetate). The reagents and catalysts are C(C)(=O)[O-].[Ag+] (silver acetate). Product: CN(CCC=1C[C@H]([C@@H](CC1)O)O)C (trans-4-[2-(dimethylamino)-ethyl]-4-cyclohexene-1,2-diol), diacetate ester, hydrochloride salt. Reaction SMILES: [CH3:1][N:2]([CH3:11])[CH2:3][CH2:4][C:5]1[CH2:10][CH:9]=CC[CH:6]=1.[C:12]([OH:15])(=O)[CH3:13].II.C(OCC)(=[O:20])C>C([O-])(=O)C.[Ag+]>[CH3:1][N:2]([CH3:11])[CH2:3][CH2:4][C:5]1[CH2:10][C@@H:9]([OH:20])[C@H:12]([OH:15])[CH2:13][CH:6]=1 |f:4.5|. Procedure details: A solution of 45 g. (0.3 moles) of 1-[2-(dimethylamino)-ethyl]-1,4-cyclohexadiene from Example 3(a) in 1.5 l. of dry glacial acetic acid is treated with 100 g. of silver acetate and 75 g. of iodine. The mixture is stirred until most of the iodine dissolves and is then heated for two hours at 95°. The reaction solution is cooled, filtered and evaporated in vacuo to give an oil. The oil is taken up in ethyl acetate and washed with aqueous sodium bicarbonate solution. The organic phase is dried (Mg... Starting materials: O=C([O-])[O-], C[Si](C)(C)CCl, [K+], [K+], CN(C)C=O, O=Cc1ccc(O)cc1. Yields the product C[Si](C)(C)COc1ccc(C=O)cc1. Reaction SMILES: [C:16](=[O:17])([O-:18])[O-:19].[Cl:1][CH2:2][Si:3]([CH3:4])([CH3:5])[CH3:6].[K+:20].[K+:21].[O:22]=[CH:23][N:24]([CH3:25])[CH3:26].[OH:7][c:8]1[cH:9][cH:10][c:11]([CH:12]=[O:13])[cH:14][cH:15]1>>[CH2:2]([Si:3]([CH3:4])([CH3:5])[CH3:6])[O:7][c:8]1[cH:9][cH:10][c:11]([CH:12]=[O:13])[cH:14][cH:15]1. Starting materials: C[P+](C)(C)CC#N, CCC#N, CCN(C(C)C)C(C)C, [I-], O, OCc1c2ccccc2cc2ccccc12. Yields the product N#CCCc1c2ccccc2cc2ccccc12. Reaction SMILES: [C:18](#[N:19])[CH2:20][P+:21]([CH3:22])([CH3:23])[CH3:24].[C:35](#[N:36])[CH2:37][CH3:38].[CH:25]([N:26]([CH:27]([CH3:28])[CH3:29])[CH2:30][CH3:31])([CH3:32])[CH3:33].[I-:17].[OH2:34].[cH:1]1[cH:2][cH:3][cH:4][c:5]2[cH:6][c:7]3[cH:8][cH:9][cH:10][cH:11][c:12]3[c:13]([CH2:15][OH:16])[c:14]12>>[cH:1]1[cH:2][cH:3][cH:4][c:5]2[cH:6][c:7]3[cH:8][cH:9][cH:10][cH:11][c:12]3[c:13]([CH2:15][CH2:20][C:18]#[N:19])[c:14]12.